Dataset: the Open Reaction Database (ORD), a public repository of structured organic reaction records. Task: describe an organic reaction: reactants, conditions, products, and yield The reactants are ON1C(CC(CC1(C)C)NC(C)=O)(C)C (N-(1-oxyl-2,2,6,6-tetramethylpiperidin-4-yl)acetamide), C(C)(C)(C)OO (tert-butyl hydroperoxide), C1CCCCC1 (cyclohexane). Reagents/catalysts: [Mo](=O)(=O)=O (molybdenum trioxide). Conditions: temperature 140 celsius, time 1 hour. Product: C1(CCCCC1)ON1C(CC(CC1(C)C)NC(C)=O)(C)C (N-(1-Cyclohexyloxy,2,2,6,6-tetramethylpiperidin-4-yl)acetamide). As a reaction SMILES: [OH:1][N:2]1[C:7]([CH3:9])([CH3:8])[CH2:6][CH:5]([NH:10][C:11](=[O:13])[CH3:12])[CH2:4][C:3]1([CH3:15])[CH3:14].C(OO)(C)(C)C.[CH2:22]1[CH2:27][CH2:26][CH2:25][CH2:24][CH2:23]1>[Mo](=O)(=O)=O>[CH:22]1([O:1][N:2]2[C:7]([CH3:8])([CH3:9])[CH2:6][CH:5]([NH:10][C:11](=[O:13])[CH3:12])[CH2:4][C:3]2([CH3:15])[CH3:14])[CH2:27][CH2:26][CH2:25][CH2:24][CH2:23]1. Reported procedure: A mixture of 10.0 grams (47 mmol) of N-(1-oxyl-2,2,6,6-tetramethylpiperidin-4-yl)acetamide, 15.2 grams (118 mmol) of 70% aqueous tert-butyl hydroperoxide, 0.67 gram of molybdenum trioxide, and 75 ml of cyclohexane is heated at reflux and water is collected in a Dean-Stark trap. The reaction mixture is then transferred to a Fischer-Porter pressure bottle and heated at 140° C. (bath temperature) for four hours to discharge the red color of the nitroxyl starting material. The reaction mixture is fi...